describe an organic reaction: reactants, conditions, products, and yield From a dataset of the Open Reaction Database (ORD), a public repository of structured organic reaction records. Reactants: 1-tert-butoxycarbonyl-1,4-piperazine, Cl (Hydrogen chloride), C(C)(C)(C)OC(=O)N1CCN(CC1)S(=O)(=O)N[C@@H](C(=O)OC)C (methyl 2-(R)-[(4-tert-butoxycarbonylpiperazine-1-sulfonyl)amino]propionate), methyl ester, COC([C@H](N)C(C)C)=O (D-valine methyl ester). Solvent: O1CCOCC1.C(Cl)Cl (dioxane methylene chloride). Run at time 4 hour. Yields the product N1(CCNCC1)S(=O)(=O)N[C@@H](C(=O)OC)C (methyl 2-(R)-[(piperazine-1-sulfonyl) amino]propionate). Yield: 91.0%. As a reaction SMILES: Cl.C(OC([N:9]1[CH2:14][CH2:13][N:12]([S:15]([NH:18][C@H:19]([CH3:24])[C:20]([O:22][CH3:23])=[O:21])(=[O:17])=[O:16])[CH2:11][CH2:10]1)=O)(C)(C)C.COC(=O)[C@@H](C(C)C)N>O1CCOCC1.C(Cl)Cl>[N:12]1([S:15]([NH:18][C@H:19]([CH3:24])[C:20]([O:22][CH3:23])=[O:21])(=[O:17])=[O:16])[CH2:11][CH2:10][NH:9][CH2:14][CH2:13]1 |f:3.4|. Reported procedure: Hydrogen chloride gas was bubbled through a solution of methyl 2-(R)-[(4-tert-butoxycarbonylpiperazine-1-sulfonyl)amino]propionate (3.6 g, 10.7 mmol) [prepared by proceeding as described in Example 2, but substituting 4-(5-chloropyridin-2-yloxy)piperidine and D-valine methyl ester with 1-tert-butoxycarbonyl-1,4-piperazine and D-alamine methyl ester, respectively] in 10% dioxane/methylene chloride (100 ml) for 10 min. The reaction was stirred at RT for 4 h and concentrated in vacuo to give methyl...